This data is from the Open Reaction Database (ORD), a public repository of structured organic reaction records. The task is: describe an organic reaction: reactants, conditions, products, and yield Reactants: solution, [Li+].CC(C)[N-]C(C)C (LDA), C1CCOC1 (THF), solution, C(C)OC(=O)C\C=C\CC(=O)OCC (trans-2-butene-1,4-dicarboxylic acid diethyl ester), [Cl-].[Li+] (lithium chloride), C1CCOC1 (THF), C(C1=CC=CC=C1)Br (benzyl bromide). Reaction conditions: temperature -78 celsius, time 45 minute. Product: C(C)OC(C(C=CC(C(=O)OCC)CC1=CC=CC=C1)CC1=CC=CC=C1)=O ((2RS,5SR)-2,5-dibenzyl-hex-3-enedioic acid diethyl ester). Isolated yield 71.0%. Reaction SMILES: [CH2:1]([O:3][C:4]([CH2:6]/[CH:7]=[CH:8]/[CH2:9][C:10]([O:12][CH2:13][CH3:14])=[O:11])=[O:5])[CH3:2].[Cl-].[Li+].[Li+].[CH3:18][CH:19]([N-]C(C)C)[CH3:20].[CH2:25](Br)[C:26]1[CH:31]=[CH:30][CH:29]=[CH:28][CH:27]=1.[CH2:33]1[CH2:37]O[CH2:35][CH2:34]1>>[CH2:13]([O:12][C:10](=[O:11])[CH:9]([CH2:35][C:34]1[CH:20]=[CH:19][CH:18]=[CH:37][CH:33]=1)[CH:8]=[CH:7][CH:6]([CH2:25][C:26]1[CH:31]=[CH:30][CH:29]=[CH:28][CH:27]=1)[C:4]([O:3][CH2:1][CH3:2])=[O:5])[CH3:14] |f:1.2,3.4|. Procedure details: To a stirred solution 688 mg (3.44 mmol) trans-2-butene-1,4-dicarboxylic acid diethyl ester in 35 ml THF was added 1.46 g (34.4 mmol) anhydrous lithium chloride and the resulting suspension cooled to −78° C. 3.44 ml (6.88 mmol) of a 2 M solution of LDA in THF was added dropwise and stirring continued for 45 min. 0.82 ml (6.9 mmol) benzyl bromide was then added and stirring continued for 1 h at −78° C. and 10 min at 0° C. The reaction was quenched at this temperature by addition of saturated ammo... Reactants: N#CCCCCBr, O=C1NC(=O)c2ccccc21, [K], CN(C)C=O. Product: N#CCCCCN1C(=O)c2ccccc2C1=O. RXN SMILES: [Br:1][CH2:2][CH2:3][CH2:4][CH2:5][C:6]#[N:7].[C:8]1(=[O:18])[c:9]2[c:10]([cH:14][cH:15][cH:16][cH:17]2)[C:11](=[O:13])[NH:12]1.[K:19].[O:20]=[CH:21][N:22]([CH3:23])[CH3:24]>>[CH2:2]([CH2:3][CH2:4][CH2:5][C:6]#[N:7])[N:12]1[C:8](=[O:18])[c:9]2[c:10]([cH:14][cH:15][cH:16][cH:17]2)[C:11]1=[O:13]. Starting materials: CCO, CCCCCC, ClCc1ccccc1, [K+], Cc1ccc(S(=O)([O-])=S)cc1. Product: Cc1ccc(S(=O)(=S)OCc2ccccc2)cc1. Reaction SMILES: [CH3:21][CH2:22][OH:23].[CH3:24][CH2:25][CH2:26][CH2:27][CH2:28][CH3:29].[Cl:1][CH2:2][c:3]1[cH:4][cH:5][cH:6][cH:7][cH:8]1.[K+:20].[O-:9][S:10](=[S:11])(=[O:12])[c:13]1[cH:14][cH:15][c:16]([CH3:17])[cH:18][cH:19]1>>[CH2:2]([c:3]1[cH:4][cH:5][cH:6][cH:7][cH:8]1)[O:12][S:10](=[O:9])(=[S:11])[c:13]1[cH:14][cH:15][c:16]([CH3:17])[cH:18][cH:19]1. Reactants: N1=CC=C(C=C1)CC(=O)O (4-pyridine acetic acid). The reagents and catalysts are [Pt]=O (platinum oxide). Solvent: acid. Reaction conditions: time 18 hour. The product is N1CCC(CC1)CC(=O)O (2-(piperidin-4-yl)acetic acid). RXN SMILES: [N:1]1[CH:6]=[CH:5][C:4]([CH2:7][C:8]([OH:10])=[O:9])=[CH:3][CH:2]=1>[Pt]=O>[NH:1]1[CH2:6][CH2:5][CH:4]([CH2:7][C:8]([OH:10])=[O:9])[CH2:3][CH2:2]1. Procedure details: 4-pyridine acetic acid (10 g) and platinum oxide (1.0 g) are combined inacetic acid (100 ml) and the mixture shaken under hydrogen at 50 psi for about 18 hours. The mixture is filtered and the solution evaporated in vacuo and toluene azeotroped from the residue to give 2-(piperidin-4-yl)acetic acid. Reported procedure: To a suspension of (3S,4S)-benzyl 3-((2-bromo-7-carbamoylimidazo[1,2-b]pyridazin-8-yl)amino)-4-(fluoromethyl)pyrrolidine-1-carboxylate (240 mg, 0.488 mmol) in acetonitrile (3 ml) at 0° C. was added iodotrimethylsilane (0.266 ml, 1.954 mmol) dropwise. The reaction mixture was stirred at 0° C. for 10 min and at room temperature for 1.5 h. The reaction was cooled to 0° C. and quenched with MeOH (2 ml). The resulting suspension was stirred at 0° C. for 30 min, filtered, washed with ethyl ether, and ... Yields the product I.BrC=1N=C2N(N=CC(=C2N[C@@H]2CNC[C@@H]2CF)C(=O)N)C1 (2-bromo-8-(((3S,4S)-4-(fluoromethyl)pyrrolidin-3-yl)amino)imidazo[1,2-b]pyridazine-7-carboxamide, hydroiodide). The solvent is C(C)#N (acetonitrile). As a reaction SMILES: [Br:1][C:2]1[N:3]=[C:4]2[C:9]([NH:10][C@H:11]3[C@@H:15]([CH2:16][F:17])[CH2:14][N:13](C(OCC4C=CC=CC=4)=O)[CH2:12]3)=[C:8]([C:28](=[O:30])[NH2:29])[CH:7]=[N:6][N:5]2[CH:31]=1.[I:32][Si](C)(C)C>C(#N)C>[IH:32].[Br:1][C:2]1[N:3]=[C:4]2[C:9]([NH:10][C@H:11]3[C@@H:15]([CH2:16][F:17])[CH2:14][NH:13][CH2:12]3)=[C:8]([C:28]([NH2:29])=[O:30])[CH:7]=[N:6][N:5]2[CH:31]=1 |f:3.4|. Reactants: BrC=1N=C2N(N=CC(=C2N[C@@H]2CN(C[C@@H]2CF)C(=O)OCC2=CC=CC=C2)C(N)=O)C1 ((3S,4S)-benzyl 3-((2-bromo-7-carbamoylimidazo[1,2-b]pyridazin-8-yl)amino)-4-(fluoromethyl)pyrrolidine-1-carboxylate), I[Si](C)(C)C (iodotrimethylsilane). Run at temperature 0 celsius, time 1.5 hour.